Dataset: the Open Reaction Database (ORD), a public repository of structured organic reaction records. Task: describe an organic reaction: reactants, conditions, products, and yield Reactants: C[Si](C)(C)[N-][Si](C)(C)C.[Na+] (NaHMDS), P(=O)(OC1=CC=CC=C1)(OC1=CC=CC=C1)Cl (diphenyl chlorophosphate), CSC1=NC=CC2=C1C=C1C(CCN21)O (1-(methylthio)-7,8-dihydro-6H-pyrido[3,4-b]pyrrolizin-8-ol), C(CC(=O)OC)(=O)OC (dimethyl malonate), C[Si](C)(C)[N-][Si](C)(C)C.[Na+] (NaHMDS). The solvent is C1CCOC1 (THF), C1CCOC1 (THF), C1CCOC1 (THF). The product is CSC1=NC=CC2=C1C=C1C(CCN21)C(C(=O)OC)C(=O)OC (dimethyl 2-[1-(methylthio)-7,8-dihydro-6H-pyrido[3,4-b]pyrrolizin-8-yl]malonate). Reaction SMILES: [CH3:1][S:2][C:3]1[C:8]2[CH:9]=[C:10]3[N:14]([C:7]=2[CH:6]=[CH:5][N:4]=1)[CH2:13][CH2:12][CH:11]3O.C[Si]([N-][Si](C)(C)C)(C)C.[Na+].P(Cl)(OC1C=CC=CC=1)(OC1C=CC=CC=1)=O.[C:43]([O:50][CH3:51])(=[O:49])[CH2:44][C:45]([O:47][CH3:48])=[O:46]>C1COCC1>[CH3:1][S:2][C:3]1[C:8]2[CH:9]=[C:10]3[N:14]([C:7]=2[CH:6]=[CH:5][N:4]=1)[CH2:13][CH2:12][CH:11]3[CH:44]([C:43]([O:50][CH3:51])=[O:49])[C:45]([O:47][CH3:48])=[O:46] |f:1.2|. Reported procedure: To a suspension of 1-(methylthio)-7,8-dihydro-6H-pyrido[3,4-b]pyrrolizin-8-ol (0.54 g, 2.1 mmol) in THF (10 mL) at −78° C. were added 1M NaHMDS in THF (2.35 mL, 2.4 mmol) and diphenyl chlorophosphate (0.53 mL, 2.6 mmol). After a period of 30 min. dimethyl malonate (0.73 mL, 6.4 mmol) and 1M NaHMDS in THF (6.8 mL, 6.8 mmol) were added. The reaction mixture was brought to 0° C. and then to room temperature. The mixture was then partitioned between ETOAc and NH4Cl. The organic phase was dried over ... Reactants: CCc1ccc(Cc2cc3c(cc2Cl)COC32OC(COS(=O)(=O)c3ccc(C)cc3)C(O)C(O)C2O)cc1, [O-]CC(F)(F)F, [Na+]. The product is CCc1ccc(Cc2cc3c(cc2Cl)COC32OC(COCC(F)(F)F)C(O)C(O)C2O)cc1. As a reaction SMILES: [CH3:1][c:2]1[cH:3][cH:4][c:5]([S:6]([O:7][CH2:12][CH:13]2[CH:14]([OH:39])[CH:15]([OH:38])[CH:16]([OH:37])[C:17]3([O:18][CH2:19][c:20]4[cH:21][c:22]([Cl:35])[c:23]([CH2:26][c:27]5[cH:28][cH:29][c:30]([CH2:33][CH3:34])[cH:31][cH:32]5)[cH:24][c:25]43)[O:36]2)(=[O:8])=[O:9])[cH:10][cH:11]1.[F:40][C:41]([CH2:42][O-:43])([F:44])[F:45].[Na+:46]>>[CH2:12]([CH:13]1[CH:14]([OH:39])[CH:15]([OH:38])[CH:16]([OH:37])[C:17]2([O:18][CH2:19][c:20]3[cH:21][c:22]([Cl:35])[c:23]([CH2:26][c:27]4[cH:28][cH:29][c:30]([CH2:33][CH3:34])[cH:31][cH:32]4)[cH:24][c:25]32)[O:36]1)[O:43][CH2:42][C:41]([F:40])([F:44])[F:45]. Reactants: C(C=C)(=O)O.C(C=C)(=O)O.C(C=C)(=O)O.C(O)C(C)(CO)CO (trimethylolethane triacrylate), trimethylolpropane tri(acryloyloxypropyl)ether, glycerin tri(meth)acrylate, pentaerythritol tri(meth)acrylate, polyethylene glycol mono(meth)acrylate, neopentyl glycol di(meth)acrylate, polyethylene glycol di(meth)acrylate, pentaerythritol tetra(meth)acrylate, polypropylene glycol di(meth)acrylate, phenoxyethyl (meth)acrylate, ethylenic, dipentaerythritol penta(meth)acrylate, hexanediol di(meth)acrylate, tri(acryloyloxyethyl)isocyanurate, C(C=C)(=O)[O-] (acrylate), C(C=C)(=O)O.C(C=C)(=O)O.C(O)C(CC)(CO)CO (trimethylolpropane diacrylate), tri(acryloyloxyethyl)cyanurate, trimethylolpropane tri(meth)acrylate, dipentaerythritol hexa(meth)acrylate, ethylenic, polypropylene glycol mono(meth)acrylate. The product is C(C=C)(=O)[O-] (acrylate), C(C(=C)C)(=O)[O-] (methacrylate). RXN SMILES: [C:1]([O-:5])(=[O:4])[CH:2]=[CH2:3].[C:6](O)(=O)C=C.C(O)(=O)C=C.C(O)(=O)C=C.C(C(CO)(CO)C)O.C(O)(=O)C=C.C(O)(=O)C=C.C(C(CO)(CO)CC)O>>[C:1]([O-:5])(=[O:4])[CH:2]=[CH2:3].[C:1]([O-:5])(=[O:4])[C:2]([CH3:6])=[CH2:3] |f:1.2.3.4,5.6.7|. Reported procedure: The monomer or oligomer used in the invention is preferably a monomer or oligomer which has two or more ethylenic unsaturated double bonds and which is addition-polymerized by irradiation with light. The monomer or oligomer may be a compound having at least one addition-polymerizable ethylenic unsaturated group therein and having a boiling point of 100° C. or higher at a normal pressure. Examples thereof include: a monofunctional acrylate and a monofunctional methacryalte such as polyethylene gl... Reactants: NC(=O)c1ccc(O)c(Br)c1, O=Cc1ccc(F)cc1, [K+], [K+], O=C([O-])[O-], CN(C)C=O. Product: NC(=O)c1ccc(Oc2ccc(C=O)cc2)c(Br)c1. RXN SMILES: [Br:16][c:17]1[cH:18][c:19]([C:20](=[O:21])[NH2:22])[cH:23][cH:24][c:25]1[OH:26].[F:7][c:8]1[cH:9][cH:10][c:11]([CH:12]=[O:13])[cH:14][cH:15]1.[K+:1].[K+:2].[O-:3][C:4]([O-:5])=[O:6].[O:27]=[CH:28][N:29]([CH3:30])[CH3:31]>>[c:8]1([O:26][c:25]2[c:17]([Br:16])[cH:18][c:19]([C:20](=[O:21])[NH2:22])[cH:23][cH:24]2)[cH:9][cH:10][c:11]([CH:12]=[O:13])[cH:14][cH:15]1. Starting materials: [OH-].[Na+] (NaOH), Cl (HCl), OS(=O)(=O)O (H2SO4), OS(=O)(=O)O (H2SO4), C(C1=CC=CC=C1)OC1=CC=C(C=C1)CC(C(=O)O)OCC (3-[4-(Benzyloxy)phenyl]-2-ethoxypropanoic acid), N[C@@H](CO)C1=CC=CC=C1 ((2R)-2-amino-2-phenyl-1-ethanol). The reagents and catalysts are CN(C)C=1C=CN=CC1 (DMAP). Run in CCOC(=O)C (EtOAc), C(CCl)Cl (EDC). Conditions: temperature 0 celsius, time 2 hour. Yields the product C(C1=CC=CC=C1)OC1=CC=C(C=C1)CC(C(=O)N[C@@H](CO)C1=CC=CC=C1)OCC (3-[4-(benzyloxy)Phenyl]-2-ethoxy-N-[(1R)-2-hydroxy-1-phenylethyl]propanamide). RXN SMILES: [CH2:1]([O:8][C:9]1[CH:14]=[CH:13][C:12]([CH2:15][CH:16]([O:20][CH2:21][CH3:22])[C:17]([OH:19])=O)=[CH:11][CH:10]=1)[C:2]1[CH:7]=[CH:6][CH:5]=[CH:4][CH:3]=1.Cl.[NH2:24][C@H:25]([C:28]1[CH:33]=[CH:32][CH:31]=[CH:30][CH:29]=1)[CH2:26][OH:27].OS(O)(=O)=O.[OH-].[Na+]>CN(C1C=CN=CC=1)C.CCOC(C)=O.C(Cl)CCl>[CH2:1]([O:8][C:9]1[CH:10]=[CH:11][C:12]([CH2:15][CH:16]([O:20][CH2:21][CH3:22])[C:17]([NH:24][C@H:25]([C:28]2[CH:33]=[CH:32][CH:31]=[CH:30][CH:29]=2)[CH2:26][OH:27])=[O:19])=[CH:13][CH:14]=1)[C:2]1[CH:3]=[CH:4][CH:5]=[CH:6][CH:7]=1 |f:4.5|. Procedure details: 3-[4-(Benzyloxy)phenyl]-2-ethoxypropanoic acid (30.6 kg, 88 mol) and DMAP (12.9 kg) were dissolved in CH2CI2 (192 L) and cooled to 0° C. To the clear solution EDC×HCl (20.2 kg) was added in 10 minutes. In 18 minutes a solution of (2R)-2-amino-2-phenyl-1-ethanol (14.5 kg, 105.6 mol) in CH2CI2 (60 L) was added, keeping the temperature below 2° C. The reaction mixture was kept at 0° C. for 2 hours and then heated to reflux for ca. 3 hours. The solvent was then distilled off (110 L). EtOAc (110 L) w... The reactants are ClC1=CC=C(C=C1)S(=O)(=O)NC(C(=O)NCCCC(=O)OC)COC=1C=NC=CC1 ((RS)-2-(4-chlorobenzenesulfonylamino)-N-(3-methoxycarbonylpropyl)-3-(pyridin-3-yloxy)propanamide), Cl (HCl). Procedure details: The procedure described in Example 115 was repeated, except that (RS)-2-(4-chlorobenzenesulfonylamino)-N-(3-methoxycarbonylpropyl)-3-(pyridin-3-yloxy)propanamide (39.6 mg) was hydrolyzed, and then reacted with HCl to obtain (RS)-N-(3-carboxypropyl)-2-(4-chlorobenzenesulfonylamino)-3-(pyridin-3-yloxy)propanamide hydrochloride (31.4 mg). The yield is 151.1%. Reaction SMILES: [Cl:1][C:2]1[CH:7]=[CH:6][C:5]([S:8]([NH:11][CH:12]([CH2:23][O:24][C:25]2[CH:26]=[N:27][CH:28]=[CH:29][CH:30]=2)[C:13]([NH:15][CH2:16][CH2:17][CH2:18][C:19]([O:21]C)=[O:20])=[O:14])(=[O:10])=[O:9])=[CH:4][CH:3]=1.Cl>>[ClH:1].[C:19]([CH2:18][CH2:17][CH2:16][NH:15][C:13](=[O:14])[CH:12]([NH:11][S:8]([C:5]1[CH:4]=[CH:3][C:2]([Cl:1])=[CH:7][CH:6]=1)(=[O:10])=[O:9])[CH2:23][O:24][C:25]1[CH:26]=[N:27][CH:28]=[CH:29][CH:30]=1)([OH:21])=[O:20] |f:2.3|. The product is Cl.C(=O)(O)CCCNC(C(COC=1C=NC=CC1)NS(=O)(=O)C1=CC=C(C=C1)Cl)=O ((RS)-N-(3-carboxypropyl)-2-(4-chlorobenzenesulfonylamino)-3-(pyridin-3-yloxy)propanamide hydrochloride). Starting materials: Cc1ccccc1, O=Cc1c(Cl)ncnc1Cl, N, O. Yields the product Nc1ncnc(Cl)c1C=O. As a reaction SMILES: [CH3:12][c:13]1[cH:14][cH:15][cH:16][cH:17][cH:18]1.[Cl:2][c:3]1[n:4][cH:5][n:6][c:7]([Cl:11])[c:8]1[CH:9]=[O:10].[NH3:1].[OH2:19]>>[NH2:1][c:7]1[n:6][cH:5][n:4][c:3]([Cl:2])[c:8]1[CH:9]=[O:10]. The reactants are O=C([O-])[O-], CCNCC, CN(C)C=O, CCOC(C)=O, CC#CCOc1cc(Cl)ncn1, [K+], [K+]. Product: CC#CCOc1cc(N(CC)CC)ncn1. As a reaction SMILES: [C:18](=[O:19])([O-:20])[O-:21].[CH2:24]([CH3:25])[NH:26][CH2:27][CH3:28].[CH3:1][N:2]([CH3:3])[CH:4]=[O:5].[CH3:29][CH2:30][O:31][C:32](=[O:33])[CH3:34].[Cl:6][c:7]1[n:8][cH:9][n:10][c:11]([O:13][CH2:14][C:15]#[C:16][CH3:17])[cH:12]1.[K+:22].[K+:23]>>[c:7]1([N:26]([CH2:24][CH3:25])[CH2:27][CH3:28])[n:8][cH:9][n:10][c:11]([O:13][CH2:14][C:15]#[C:16][CH3:17])[cH:12]1. Starting materials: S(=O)(Cl)Cl (thionyl chloride), NC1=CC=C(C=C1)CCC(=O)O (3-(4-amino-phenyl)-propionic acid), CO (methanol), methanol ice. Product: Cl.NC1=CC=C(C=C1)CCC(=O)OC (Methyl 3-(4-amino-phenyl)-propionate hydrochloride). RXN SMILES: S(Cl)([Cl:3])=O.[NH2:5][C:6]1[CH:11]=[CH:10][C:9]([CH2:12][CH2:13][C:14]([OH:16])=[O:15])=[CH:8][CH:7]=1.[CH3:17]O>>[ClH:3].[NH2:5][C:6]1[CH:7]=[CH:8][C:9]([CH2:12][CH2:13][C:14]([O:16][CH3:17])=[O:15])=[CH:10][CH:11]=1 |f:3.4|. Procedure details: 12.96 g (0.11 mol) of thionyl chloride (7.93 ml) are added dropwise to a solution of 15 g (0.0991 mol) of 3-(4-amino-phenyl)-propionic acid in 100 ml of methanol, while stirring and cooling with methanol/ice. When the addition has ended, the mixture is stirred for a further 30 minutes, while cooling, and is then stirred overnight at room temperature. It is then concentrated to dryness in vacuo and the residue is crystallized from methanol/ether.